Dataset: the Open Reaction Database (ORD), a public repository of structured organic reaction records. Task: describe an organic reaction: reactants, conditions, products, and yield The reactants are FC=1C=C(C=C(C1F)F)CCC1CCC(CC1)=O (4-(2'-(3",4",5"-trifluorophenyl)ethyl)cyclohexanone), O (water), [Cl-].COC[P+](C1=CC=CC=C1)(C1=CC=CC=C1)C1=CC=CC=C1 (methoxymethyltriphenylphosphonium chloride), CC(C)([O-])C.[K+] (potassium-t-butoxide). Solvent: C1CCOC1 (THF), C1CCOC1 (THF). Reaction conditions: temperature 0 celsius. Yields the product FC=1C=C(C=C(C1F)F)CCC1CCC(CC1)=COC (4-(2'-(3",4",5"-trifluorophenyl)ethyl)methoxymethylenecyclohexane). Yield: 69.1%. Reaction SMILES: [Cl-].[CH3:2][O:3][CH2:4][P+](C1C=CC=CC=1)(C1C=CC=CC=1)C1C=CC=CC=1.CC(C)([O-])C.[K+].[F:30][C:31]1[CH:32]=[C:33]([CH2:39][CH2:40][CH:41]2[CH2:46][CH2:45][C:44](=O)[CH2:43][CH2:42]2)[CH:34]=[C:35]([F:38])[C:36]=1[F:37].O>C1COCC1>[F:30][C:31]1[CH:32]=[C:33]([CH2:39][CH2:40][CH:41]2[CH2:46][CH2:45][C:44](=[CH:2][O:3][CH3:4])[CH2:43][CH2:42]2)[CH:34]=[C:35]([F:38])[C:36]=1[F:37] |f:0.1,2.3|. Reported procedure: A suspension of methoxymethyltriphenylphosphonium chloride (112.3 g) in THF (300 ml) was stirred in a nitrogen gas stream, followed by adding potassium-t-butoxide (45.4 g) little by little while cooling at 0° C., stirring the reaction solution at room temperature for one hour, dropwise adding 4-(2'-(3",4",5"-trifluorophenyl)ethyl)cyclohexanone (70 g)in THF (200 ml), raising the temperature of the reaction mixture up to room temperature, further stirring for 2 hours, adding to water (500 ml) afte... Starting materials: C1(=CC=CC=C1)C (toluene), [Si](C)(C)(C(C)(C)C)OC(CC(=O)O[C@H](\C(=C\COCC1=CC=C(C=C1)OC)\C)[C@H](C=C)C)CC[C@]1(O[C@H](O[C@H]1C=C)C1=CC=CC=C1)C ((1S,2E)-4-[(4-methoxybenzyl)oxy]-2-methyl-1-[(1S)-1-methylprop-2-en-1-yl]but-2-en-1-yl 3-{[tert-butyl(dimethyl)silyl]oxy}-5-[(2S,4R,5S)-4-methyl-2-phenyl-5-vinyl-1,3-dioxolan-4-yl]pentanoate), C(C)(C)(C)C1=C(C(=CC(=C1)C)C(C)(C)C)O (2,6-di-tert-butyl-4-methylphenol), C1(=CC=CC=C1)C (toluene), [1,3-bis-(2,4,6-trimethylphenyl)-2-imidazolidinylidene]dichloro(O-isopropoxyphenylmethylene)ruthenium. The reagents and catalysts are CC1=CC(=C(C(=C1)C)N2CCN(C2=[Ru](=CC3=C(C=CC=C3)OC(C)C)(Cl)Cl)C4=C(C=C(C=C4C)C)C)C (second generation Hoveyda-Grubbs catalyst). The product is [Si](C)(C)(C(C)(C)C)OC1CC[C@@]2([C@H](/C=C/[C@@H]([C@H](OC(C1)=O)\C(=C\COCC1=CC=C(C=C1)OC)\C)C)O[C@@H](O2)C2=CC=CC=C2)C ((2S,3aS,4E,6S,7S,13aR)-11-{[tert-butyl(dimethyl)silyl]oxy}-7-{(1E)-3-[(4-methoxybenzyl)oxy]-1-methylprop-1-en-1-yl}-6,13a-dimethyl-2-phenyl-3a,6,7,10,11,12,13,13a-octahydro-9H-[1,3]dioxolo[4,5-f]oxacyclododecin-9-one). As a reaction SMILES: [Si:1]([O:8][CH:9]([CH2:33][CH2:34][C@:35]1([CH3:48])[C@H:39]([CH:40]=C)[O:38][C@H:37]([C:42]2[CH:47]=[CH:46][CH:45]=[CH:44][CH:43]=2)[O:36]1)[CH2:10][C:11]([O:13][C@@H:14]([C@@H:29]([CH3:32])[CH:30]=C)/[C:15](/[CH3:28])=[CH:16]/[CH2:17][O:18]CC1C=CC(OC)=CC=1)=[O:12])([C:4]([CH3:7])([CH3:6])[CH3:5])([CH3:3])[CH3:2].C([C:53]1[CH:58]=[C:57]([CH3:59])[CH:56]=[C:55](C(C)(C)C)[C:54]=1[OH:64])(C)(C)C.[C:65]1(C)C=CC=CC=1>CC1C=C(C)C(N2C(=[Ru](Cl)(Cl)=CC3C=CC=CC=3OC(C)C)N(C3C(C)=CC(C)=CC=3C)CC2)=C(C)C=1>[Si:1]([O:8][CH:9]1[CH2:10][C:11](=[O:12])[O:13][C@H:14](/[C:15](/[CH3:28])=[CH:16]/[CH2:17][O:18][CH2:59][C:57]2[CH:58]=[CH:53][C:54]([O:64][CH3:65])=[CH:55][CH:56]=2)[C@@H:29]([CH3:32])[CH:30]=[CH:40][C@@H:39]2[O:38][C@H:37]([C:42]3[CH:43]=[CH:44][CH:45]=[CH:46][CH:47]=3)[O:36][C@:35]2([CH3:48])[CH2:34][CH2:33]1)([C:4]([CH3:7])([CH3:5])[CH3:6])([CH3:2])[CH3:3]. Procedure details: (1S,2E)-4-[(4-methoxybenzyl)oxy]-2-methyl-1-[(1S)-1-methylprop-2-en-1-yl]but-2-en-1-yl 3-{[tert-butyl(dimethyl)silyl]oxy}-5-[(2S,4R,5S)-4-methyl-2-phenyl-5-vinyl-1,3-dioxolan-4-yl]pentanoate (1.10 g, 1.63 mmol) and 2,6-di-tert-butyl-4-methylphenol (35.9 mg, 0.16 mmol) were dissolved in anhydrous toluene under Ar atmosphere. The reaction solution was heated to reflux for one hour. An anhydrous toluene (330 ml) solution of the second generation Hoveyda-Grubbs catalyst; [1,3-bis-(2,4,6-trimethylphe... Starting materials: CC(=O)OC(C)=O, CC1Cc2ccc(N)cc2C1=O, O, c1ccncc1. Yields the product CC(=O)Nc1ccc2c(c1)C(=O)C(C)C2. As a reaction SMILES: [CH3:13][C:14](=[O:15])[O:16][C:17](=[O:18])[CH3:19].[NH2:1][c:2]1[cH:3][cH:4][c:5]2[c:9]([cH:10]1)[C:8](=[O:11])[CH:7]([CH3:12])[CH2:6]2.[OH2:26].[cH:20]1[cH:21][cH:22][n:23][cH:24][cH:25]1>>[NH:1]([c:2]1[cH:3][cH:4][c:5]2[c:9]([cH:10]1)[C:8](=[O:11])[CH:7]([CH3:12])[CH2:6]2)[C:14]([CH3:13])=[O:15]. Starting materials: [N+](=O)([O-])C1=C2C=CN3C(C2=CC=C1)=NC=C(C3=O)C(=O)OCC (ethyl 8-nitro-4-oxo-4H-pyrimido[2,1-a]isoquinoline-3-carboxylate). Solvent: O (water), C(C)(=O)O (acetic acid), Cl (hydrochloric acid). Conditions: temperature 80 celsius. Product: [N+](=O)([O-])C1=C2C=CN3C(C2=CC=C1)=NC=C(C3=O)C(=O)O (8-nitro-4-oxo-4H-pyrimido[2,1-a]isoquinoline-3-carboxylic acid). Yield: 87.9%. Reaction SMILES: [N+:1]([C:4]1[CH:13]=[CH:12][CH:11]=[C:10]2[C:5]=1[CH:6]=[CH:7][N:8]1[C:17](=[O:18])[C:16]([C:19]([O:21]CC)=[O:20])=[CH:15][N:14]=[C:9]12)([O-:3])=[O:2]>C(O)(=O)C.Cl.O>[N+:1]([C:4]1[CH:13]=[CH:12][CH:11]=[C:10]2[C:5]=1[CH:6]=[CH:7][N:8]1[C:17](=[O:18])[C:16]([C:19]([OH:21])=[O:20])=[CH:15][N:14]=[C:9]12)([O-:3])=[O:2]. Reported procedure: A suspension of ethyl 8-nitro-4-oxo-4H-pyrimido[2,1-a]isoquinoline-3-carboxylate (400 mg) in a mixture of acetic acid (20 ml) and 36% hydrochloric acid (4 ml) was heated at 80° C. for 5 hours. The mixture was cooled and diluted with water. The precipitated solid obtained was collected and dried to give 8-nitro-4-oxo-4H-pyrimido[2,1-a]isoquinoline-3-carboxylic acid (320 mg). Reactants: COc1cccc2oc(C#N)cc12, CCO, Cl, NO, [Na+], O=C([O-])O. Product: COc1cccc2oc(C(N)=NO)cc12. As a reaction SMILES: [CH3:1][O:2][c:3]1[cH:4][cH:5][cH:6][c:7]2[o:8][c:9]([C:12]#[N:13])[cH:10][c:11]12.[CH3:22][CH2:23][OH:24].[ClH:14].[NH2:15][OH:16].[Na+:17].[OH:18][C:19](=[O:20])[O-:21]>>[CH3:1][O:2][c:3]1[cH:4][cH:5][cH:6][c:7]2[o:8][c:9]([C:12]([NH2:13])=[N:15][OH:16])[cH:10][c:11]12. Starting materials: CCCCCCCCCCCCCCCCCC(=O)OCC(COP(=O)(O)OCCN)OC(=O)CCCCCCCCCCCCCCCCC (DSPE), CC(=O)OC1=CC2=C(C=C1)C3(C4=C(O2)C=C(C=C4)OC(=O)C)C5=C(C=CC(=C5)C(=O)O)C(=O)O3 (6-carboxyfluorescein diacetate), ( 50/1733 ), CC(=O)CC(=O)O (diacetate), P(=O)([O-])([O-])[O-] (phosphate), dipalmitoylphosphatidylglycerol DPPC, CC(=O)OC1=CC2=C(C=C1)C3(C4=C(O2)C=C(C=C4)OC(=O)C)C5=C(C=CC(=C5)C(=O)O)C(=O)O3 (6-CFDA). Solvent: [Na+].[Cl-] (NaCl), CS(=O)C (dimethylsulfoxide). The product is C1=CC(=C(C=C1C(=O)O)C2=C3C=CC(=O)C=C3OC4=C2C=CC(=C4)O)C(=O)O (6-carboxyfluorescein). RXN SMILES: CCCCCCCCCCCCCCCCCC(OCC(OC(CCCCCCCCCCCCCCCCC)=O)COP(OCCN)(O)=O)=O.P([O-])([O-])([O-])=O.CC([O:60][C:61]1[CH:66]=[CH:65][C:64]2[C:67]3([O:90][C:88](=[O:89])[C:80]4[CH:81]=[CH:82][C:83]([C:85]([OH:87])=[O:86])=[CH:84][C:79]3=4)[C:68]3[CH:74]=[CH:73][C:72]([O:75]C(C)=O)=[CH:71][C:69]=3[O:70][C:63]=2[CH:62]=1)=O.CC(CC(O)=O)=O>[Na+].[Cl-].CS(C)=O>[CH:82]1[C:83]([C:85]([OH:87])=[O:86])=[CH:84][C:79]([C:67]2[C:68]3[CH:74]=[CH:73][C:72]([OH:75])=[CH:71][C:69]=3[O:70][C:63]3[C:64]=2[CH:65]=[CH:66][C:61]([CH:62]=3)=[O:60])=[C:80]([C:88]([OH:90])=[O:89])[CH:81]=1 |f:4.5|. Procedure details: To further characterize the liposome uptake, kinetic measurements were made using flow cytometry in which 27 mol % DSPE-ATA liposomes were prepared in 150 mM NaCl, phosphate buffer, pH 7.4 along with dipalmitoylphosphatidylglycerol/DPPC/CHOL (50/1733) liposomes in the same buffer. The liposomes were loaded with 6-carboxyfluorescein diacetate (6-CFDA) by lowering the pH to 5.0 and adding the 6-CFDA dissolved in dimethylsulfoxide (DMSO). This fluorophore is non-fluorescent in the diacetate form. D... The reactants are N1(C=NC=C1)C(CCC)C1=CC=C(C(=O)O)C=C1 (4-[1-(1-imidazolyl)-butyl]-benzoic acid), Cl (hydrochloric acid). The solvent is C(C)O (ethanol). Yields the product Cl.N1(C=NC=C1)C(CCC)C1=CC=C(C(=O)O)C=C1 (4-[1-(1-Imidazolyl)-butyl]-benzoic acid, hydrochloride). RXN SMILES: [N:1]1([CH:6]([C:10]2[CH:18]=[CH:17][C:13]([C:14]([OH:16])=[O:15])=[CH:12][CH:11]=2)[CH2:7][CH2:8][CH3:9])[CH:5]=[CH:4][N:3]=[CH:2]1.[ClH:19]>C(O)C>[ClH:19].[N:1]1([CH:6]([C:10]2[CH:18]=[CH:17][C:13]([C:14]([OH:16])=[O:15])=[CH:12][CH:11]=2)[CH2:7][CH2:8][CH3:9])[CH:5]=[CH:4][N:3]=[CH:2]1 |f:3.4|. Procedure: 1.0 g of 4-[1-(1-imidazolyl)-butyl]-benzoic acid is dissolved in 20 ml of ethanol and mixed with 10 ml of concentrated hydrochloric acid. The reaction mixture is precipitated into 100 ml of water and the precipitate is suctioned off. After recrystallization from ethanol, 0.95 g of 4-[1-(1-imidazolyl)-butyl]-benzoic acid, hydrochloride with a melting point of 38° C. is obtained.